Task: describe an organic reaction: reactants, conditions, products, and yield. Dataset: the Open Reaction Database (ORD), a public repository of structured organic reaction records The reactants are CC(=O)[O-], CC(=O)[O-], CC(=O)[O-], CC(=O)[O-], O=C([O-])[O-], C=CCC(O[Si](CC)(CC)CC)C(C)=Cc1csc(C)n1, C[N+]1([O-])CCOCC1, CC(C)(C)O, [Na+], [Na+], [Na+], [Na+], O, O=[Os](=O)(=O)=O, [Pb+4], O=S([O-])[O-], c1ccccc1. The product is CC[Si](CC)(CC)OC(CC=O)C(C)=Cc1csc(C)n1. Reaction SMILES: [C:36]([O-:37])(=[O:38])[CH3:39].[C:40]([O-:41])(=[O:42])[CH3:43].[C:44]([O-:45])(=[O:46])[CH3:47].[C:48]([O-:49])(=[O:50])[CH3:51].[C:53](=[O:54])([O-:55])[O-:56].[CH2:1]([CH3:2])[Si:3]([O:4][CH:5]([CH2:6][CH:7]=[CH2:8])[C:9](=[CH:10][c:11]1[n:12][c:13]([CH3:16])[s:14][cH:15]1)[CH3:17])([CH2:18][CH3:19])[CH2:20][CH3:21].[CH3:22][N+:23]1([O-:24])[CH2:25][CH2:26][O:27][CH2:28][CH2:29]1.[CH3:59][C:60]([OH:61])([CH3:62])[CH3:63].[Na+:34].[Na+:35].[Na+:57].[Na+:58].[OH2:75].[Os:70](=[O:71])(=[O:72])(=[O:73])=[O:74].[Pb+4:52].[S:30]([O-:31])([O-:32])=[O:33].[cH:64]1[cH:65][cH:66][cH:67][cH:68][cH:69]1>>[CH2:1]([CH3:2])[Si:3]([O:4][CH:5]([CH2:6][CH:7]=[O:24])[C:9](=[CH:10][c:11]1[n:12][c:13]([CH3:16])[s:14][cH:15]1)[CH3:17])([CH2:18][CH3:19])[CH2:20][CH3:21]. Starting materials: solution, C\C(=C/CCC(=O)OC(C)(C)C)\CC\C=C(\CCC=C(C)C)/C ((E,E)-5,9,13-Trimethyl-4,8,12-tetradecatrienoic acid, 1,1-dimethylethyl ester), ClCC=C(CCC=C(CCC=C(C)C)C)C (1-Chloro-3,7,11-trimethyl-2,6,10-dodecatriene). Solvent: C(C)OCC (diethyl ether), O1CCCC1 (tetrahydrofuran), CN(P(=O)(N(C)C)N(C)C)C (hexamethylphosphoramide), O1CCCC1 (tetrahydrofuran). Conditions: time 1 hour. The product is impure material, CC(=CCCCCO)CCC=C(CCC=C(C)C)C (6,10,14-Trimethyl-5,9,13-pentadecatrien-1-ol). As a reaction SMILES: C/C(/CC/C=C(\C)/CCC=C(C)C)=C\[CH2:4][CH2:5][C:6](OC(C)(C)C)=[O:7].Cl[CH2:25][CH:26]=[C:27]([CH3:39])[CH2:28][CH2:29][CH:30]=[C:31]([CH3:38])[CH2:32][CH2:33][CH:34]=[C:35]([CH3:37])[CH3:36]>O1CCCC1.CN(C)P(N(C)C)(N(C)C)=O.C(OCC)C>[CH3:39][C:27]([CH2:28][CH2:29][CH:30]=[C:31]([CH3:38])[CH2:32][CH2:33][CH:34]=[C:35]([CH3:37])[CH3:36])=[CH:26][CH2:25][CH2:4][CH2:5][CH2:6][OH:7]. Procedure: A solution of 37.5 mL (20.3 mmol, 5.1 eq.) of a 0.54M solution of Grignard reagent (Part (2)) in tetrahydrofuran and 9 mL of hexamethylphosphoramide at room temperature under argon was treated over 10 minutes with a solution of 955.5 mg (3.97 mmol) of farnesyl chloride (Part (1)) in 5 mL of tetrahydrofuran. After one hour, the reaction mixture was diluted with a mixture of 1:1 diethyl ether:hexane and quenched with 1M HCl. The organic phase was washed with three 25 mL portions of saturated NaHCO... Starting materials: N[C@@H](CC1=CNC2=CC=CC=C12)C(=O)O (L-Tryptophane), S(=O)(Cl)Cl (thionyl chloride). Solvent: C(CCC)O (n-butanol). Run at temperature 100 celsius. Product: C(CCC)OC([C@@H](N)CC1=CNC2=CC=CC=C12)=O (Tryptophane Butylester). The yield is 181.9%. As a reaction SMILES: [NH2:1][C@H:2]([C:13]([OH:15])=[O:14])[CH2:3][C:4]1[C:12]2[C:7](=[CH:8][CH:9]=[CH:10][CH:11]=2)[NH:6][CH:5]=1.S(Cl)(Cl)=O>C(O)CCC>[CH2:13]([O:14][C:13](=[O:15])[C@H:2]([CH2:3][C:4]1[C:12]2[C:7](=[CH:8][CH:9]=[CH:10][CH:11]=2)[NH:6][CH:5]=1)[NH2:1])[CH2:2][CH2:3][CH3:4]. Procedure: L-Tryptophane (5 g; 24.5 mmol) and thionyl chloride (73.5 mmol; 5.3 ml) were dissolved in n-butanol (80 ml) and stirred at 100° C. over night. The product 5 precipitated after cooling to room temperature, was filtered off and washed with ice cold butanol and petrol ether. The product was dried at the oil pump, yielding 5.8 g of 5 (91%). Starting materials: CS(=O)(=O)OCCCCCCCCC1CC2=C(C(=C(C(=C2C1)OC)OC)OC)OC (8-(4,5,6,7-tetramethoxyindan-2-yl)octyl methanesulfonate), [I-].[Na+] (sodium iodide), O (Water). The solvent is CC(=O)C (acetone). Yields the product ICCCCCCCCC1CC2=C(C(=C(C(=C2C1)OC)OC)OC)OC (2-(8-Iodooctyl)-4,5,6,7-tetramethoxyindan). The yield is 96.5%. As a reaction SMILES: CS(O[CH2:6][CH2:7][CH2:8][CH2:9][CH2:10][CH2:11][CH2:12][CH2:13][CH:14]1[CH2:22][C:21]2[C:16](=[C:17]([O:29][CH3:30])[C:18]([O:27][CH3:28])=[C:19]([O:25][CH3:26])[C:20]=2[O:23][CH3:24])[CH2:15]1)(=O)=O.[I-:31].[Na+].O>CC(C)=O>[I:31][CH2:6][CH2:7][CH2:8][CH2:9][CH2:10][CH2:11][CH2:12][CH2:13][CH:14]1[CH2:22][C:21]2[C:16](=[C:17]([O:29][CH3:30])[C:18]([O:27][CH3:28])=[C:19]([O:25][CH3:26])[C:20]=2[O:23][CH3:24])[CH2:15]1 |f:1.2|. Reported procedure: The mixture of 8-(4,5,6,7-tetramethoxyindan-2-yl)octyl methanesulfonate (2.36 g), sodium iodide (2.38 g) in acetone (20 ml) was heated under reflux for 3 hr. Water was added to the reaction mixture, which was then extracted with ethyl acetate. The organic layer was washed with 5% aqueous sodium sulfite, water, and saturated aqueous sodium chloride, and dried. The solvent was removed in vacuo to yield the entitled compound (2.44 g) as an oil. Starting materials: CC(OCc1ccccc1)C(CCOc1ccc(Cl)c(Cl)c1)n1cnc(C(N)=O)c1, C[Si](C)(C)I, ClC(Cl)Cl. Product: CC(O)C(CCOc1ccc(Cl)c(Cl)c1)n1cnc(C(N)=O)c1. RXN SMILES: [CH2:1]([c:2]1[cH:3][cH:4][cH:5][cH:6][cH:7]1)[O:8][CH:9]([CH3:10])[CH:11]([CH2:12][CH2:13][O:14][c:15]1[cH:16][c:17]([Cl:22])[c:18]([Cl:21])[cH:19][cH:20]1)[n:23]1[cH:24][n:25][c:26]([C:28](=[O:29])[NH2:30])[cH:27]1.[CH3:31][Si:32]([I:33])([CH3:34])[CH3:35].[CH:36]([Cl:37])([Cl:38])[Cl:39]>>[OH:8][CH:9]([CH3:10])[CH:11]([CH2:12][CH2:13][O:14][c:15]1[cH:16][c:17]([Cl:22])[c:18]([Cl:21])[cH:19][cH:20]1)[n:23]1[cH:24][n:25][c:26]([C:28](=[O:29])[NH2:30])[cH:27]1. The reactants are C1(CC1)CNCC=1NC(C2=C(N1)CCOC2)=O (2-[(cyclopropylmethyl-amino)-methyl]-3,5,7,8-tetrahydro-pyrano[4,3-d]pyrimidin-4-one), C(C1=CC=CC=C1)OC1=CC=C(C(=O)C2CCN(CC2)CC(=O)O)C=C1 ([4-(4-benzyloxy-benzoyl)-piperidin-1-yl]-acetic acid). Product: C1(CC1)CN(C(CN1CCC(CC1)C(C1=CC=C(C=C1)OC1=CC=CC=C1)=O)=O)CC=1NC(C2=C(N1)CCOC2)=O (N-Cyclopropylmethyl-N-(4-oxo-3,5,7,8-tetrahydro-4H-pyrano[4,3-d]pyrimidin-2-ylmethyl)-2-[4-(4-phenoxy-benzoyl)-piperidin-1-yl]-acetamide). Isolated yield 17.4%. RXN SMILES: [CH:1]1([CH2:4][NH:5][CH2:6][C:7]2[NH:8][C:9](=[O:17])[C:10]3[CH2:16][O:15][CH2:14][CH2:13][C:11]=3[N:12]=2)[CH2:3][CH2:2]1.[CH2:18]([O:25][C:26]1[CH:43]=[CH:42][C:29]([C:30]([CH:32]2[CH2:37][CH2:36][N:35]([CH2:38][C:39](O)=[O:40])[CH2:34][CH2:33]2)=[O:31])=[CH:28][CH:27]=1)[C:19]1C=[CH:23][CH:22]=[CH:21][CH:20]=1>>[CH:1]1([CH2:4][N:5]([CH2:6][C:7]2[NH:8][C:9](=[O:17])[C:10]3[CH2:16][O:15][CH2:14][CH2:13][C:11]=3[N:12]=2)[C:39](=[O:40])[CH2:38][N:35]2[CH2:34][CH2:33][CH:32]([C:30](=[O:31])[C:29]3[CH:28]=[CH:27][C:26]([O:25][C:18]4[CH:23]=[CH:22][CH:21]=[CH:20][CH:19]=4)=[CH:43][CH:42]=3)[CH2:37][CH2:36]2)[CH2:3][CH2:2]1. Procedure: The title compound (30 mg) was prepared according to the general procedure of Example 1 from 2-[(cyclopropylmethyl-amino)-methyl]-3,5,7,8-tetrahydro-pyrano[4,3-d]pyrimidin-4-one (73 mg, 0.31 mmol) and [4-(4-benzyloxy-benzoyl)-piperidin-1-yl]-acetic acid (110 mg, 0.31 mmol). 1H NMR (400 MHz, MeOD) δ: 8.01 (d, J=9.1 Hz, 2H), 7.44 (d, J=7.1 Hz, 2H), 7.38 (t, J=7.1 Hz, 2H), 7.33 (d, J=7.1 Hz, 1H), 7.12 (d, J=9.1 Hz, 2H), 4.66 (s, 1H), 4.57 (s, 2H), 4.38 (s, 2H), 3.91 (t, J=5.6 Hz, 2H), 3.78-3.66 (m,... Starting materials: C(=O)(OC)C1C(CCC(C1)(C1=CC(=C(C=C1)OC(F)F)OC1CCCC1)C#N)=O (2-carbomethoxy-4-cyano-4-(3-cyclopentyloxy-4-difluoromethoxyphenyl)cyclohexan-1-one), CS(=O)C (dimethyl sulfoxide), [Cl-].[Na+] (sodium chloride). Run in O (water). Conditions: temperature 145 celsius. Yields the product C(#N)C1(CCC(CC1)=O)C1=CC(=C(C=C1)OC(F)F)OC1CCCC1 (4-Cyano-4-(3-cyclopentyloxy-4-difluoromethoxyphenyl)cyclohexan-1-one). The yield is 23.9%. RXN SMILES: C([CH:5]1[CH2:10][C:9]([C:27]#[N:28])([C:11]2[CH:16]=[CH:15][C:14]([O:17][CH:18]([F:20])[F:19])=[C:13]([O:21][CH:22]3[CH2:26][CH2:25][CH2:24][CH2:23]3)[CH:12]=2)[CH2:8][CH2:7][C:6]1=[O:29])(OC)=O.CS(C)=O.[Cl-].[Na+]>O>[C:27]([C:9]1([C:11]2[CH:16]=[CH:15][C:14]([O:17][CH:18]([F:19])[F:20])=[C:13]([O:21][CH:22]3[CH2:26][CH2:25][CH2:24][CH2:23]3)[CH:12]=2)[CH2:10][CH2:5][C:6](=[O:29])[CH2:7][CH2:8]1)#[N:28] |f:2.3|. Procedure: A mixture of 2-carbomethoxy-4-cyano-4-(3-cyclopentyloxy-4-difluoromethoxyphenyl)cyclohexan-1-one (0.98 g, 2.4 mmole), dimethyl sulfoxide (10 mL), water (0.62 mL) and sodium chloride (0.62 g) under an argon atmosphere was heated at 145° C. for 5 h. The reaction mixture was cooled to room temperature and concentrated. The residue was partitioned between ether and water, the organic layer washed with water, was dried (magnesium sulfate) and the solvent was removed in vacuo. The product was purified... The reactants are FC=1C=C2C=C(COC2=C(C1)F)C=CC1=C(C=C2CC(COC2=C1)CCCCC)F (6,8-Difluoro-3-[2-(6-fluoro-3-pentylchroman-7-yl)vinyl]-2H-chromene). Reagents/catalysts: [Pd] (palladium). Run in C1CCOC1 (THF). The product is FC=1C=C2C=C(COC2=C(C1)F)CCC1=C(C=C2CC(COC2=C1)CCCCC)F (6,8-Difluoro-3-[2-(6-fluoro-3-pentylchroman-7-yl)ethyl]-2H-chromene). RXN SMILES: [F:1][C:2]1[CH:3]=[C:4]2[C:9](=[C:10]([F:12])[CH:11]=1)[O:8][CH2:7][C:6]([CH:13]=[CH:14][C:15]1[CH:24]=[C:23]3[C:18]([CH2:19][CH:20]([CH2:25][CH2:26][CH2:27][CH2:28][CH3:29])[CH2:21][O:22]3)=[CH:17][C:16]=1[F:30])=[CH:5]2>C1COCC1.[Pd]>[F:1][C:2]1[CH:3]=[C:4]2[C:9](=[C:10]([F:12])[CH:11]=1)[O:8][CH2:7][C:6]([CH2:13][CH2:14][C:15]1[CH:24]=[C:23]3[C:18]([CH2:19][CH:20]([CH2:25][CH2:26][CH2:27][CH2:28][CH3:29])[CH2:21][O:22]3)=[CH:17][C:16]=1[F:30])=[CH:5]2. Procedure details: 6,8-Difluoro-3-[2-(6-fluoro-3-pentylchroman-7-yl)vinyl]-2H-chromene is dissolved in THF and hydrogenated to completion on a palladium/active carbon catalyst. The catalyst is filtered off, the solution is evaporated, the residue is filtered through silica gel with toluene/heptane (3:2), and the crude product is recrystallised from n-heptane at −25° C., giving colourless crystals of m.p. 84° C. The reactants are COC(C=CC[C@H]1CC([C@]2(C)[C@@H]1[C@@H]1CCC=3C=C(C(=CC3[C@H]1CC2)OCC)OCC2=CC=CC=C2)=O)=O (4-(3-Benzyloxy-2-ethoxy-17-oxo-estra-1,3,5(10)-trien-15α-yl)but-2-enoic acid methyl ester). The reagents and catalysts are [Pd] (Pd/C). Solvent: C1CCOC1 (THF), CO (MeOH). Run at time 48 hour. The product is COC(CCC[C@H]1CC([C@]2(C)[C@@H]1[C@@H]1CCC=3C=C(C(=CC3[C@H]1CC2)OCC)O)=O)=O (4-(3-Hydroxy-2-ethoxy-17-oxo-estra-1,3,5(10)-trien-15α-yl)butyric acid methyl ester). Isolated yield 106.7%. Reaction SMILES: [CH3:1][O:2][C:3](=[O:37])[CH:4]=[CH:5][CH2:6][C@@H:7]1[C@H:12]2[C@H:13]3[C@H:22]([CH2:23][CH2:24][C@:10]2([CH3:11])[C:9](=[O:36])[CH2:8]1)[C:21]1[CH:20]=[C:19]([O:25][CH2:26][CH3:27])[C:18]([O:28]CC2C=CC=CC=2)=[CH:17][C:16]=1[CH2:15][CH2:14]3>C1COCC1.CO.[Pd]>[CH3:1][O:2][C:3](=[O:37])[CH2:4][CH2:5][CH2:6][C@@H:7]1[C@H:12]2[C@H:13]3[C@H:22]([CH2:23][CH2:24][C@:10]2([CH3:11])[C:9](=[O:36])[CH2:8]1)[C:21]1[CH:20]=[C:19]([O:25][CH2:26][CH3:27])[C:18]([OH:28])=[CH:17][C:16]=1[CH2:15][CH2:14]3. Reported procedure: 4-(3-Benzyloxy-2-ethoxy-17-oxo-estra-1,3,5(10)-trien-15α-yl)but-2-enoic acid methyl ester (3.17 g, 6.30 mmol) was dissolved in THF (80 ml) and MeOH (80 ml). Pd/C 10% (50% in water, 0.3 g) was added. The mixture was stirred at 1 atm H2 (balloon) at RT for 48 h. The mixture was filtered over Celite. The filter cake was rinsed with MeOH (200 ml) and the filtrate was concentrated in vacuo to provide 2.8 g (6.72 mmol, >100%) of a greenish solid.